This data is from the Open Reaction Database (ORD), a public repository of structured organic reaction records. The task is: describe an organic reaction: reactants, conditions, products, and yield Reactants: ClC1=C(C=CC=C1)B(O)O (2-chloro-phenyl boronic acid), palladium tetrakistriphenylphosphine, BrC1=CC=NC=C1 (4-bromopyridine), C([O-])([O-])=O.[K+].[K+] (potassium carbonate). The reagents and catalysts are C1=CC=C(C=C1)P(C2=CC=CC=C2)C3=CC=CC=C3.C1=CC=C(C=C1)P(C2=CC=CC=C2)C3=CC=CC=C3.C1=CC=C(C=C1)P(C2=CC=CC=C2)C3=CC=CC=C3.C1=CC=C(C=C1)P(C2=CC=CC=C2)C3=CC=CC=C3.[Pd] (pd(PPh3)4). Run in O1CCCC1 (tetrahydrofuran). Reaction conditions: temperature 80 celsius. Yields the product ClC1=C(C=CC=C1)C1=CC=NC=C1 (4-(2-chloro-phenyl)pyridine). The yield is 50.0%. As a reaction SMILES: [Cl:1][C:2]1[CH:7]=[CH:6][CH:5]=[CH:4][C:3]=1B(O)O.Br[C:12]1[CH:17]=[CH:16][N:15]=[CH:14][CH:13]=1.C(=O)([O-])[O-].[K+].[K+]>C1C=CC(P(C2C=CC=CC=2)C2C=CC=CC=2)=CC=1.C1C=CC(P(C2C=CC=CC=2)C2C=CC=CC=2)=CC=1.C1C=CC(P(C2C=CC=CC=2)C2C=CC=CC=2)=CC=1.C1C=CC(P(C2C=CC=CC=2)C2C=CC=CC=2)=CC=1.[Pd].O1CCCC1>[Cl:1][C:2]1[CH:7]=[CH:6][CH:5]=[CH:4][C:3]=1[C:12]1[CH:17]=[CH:16][N:15]=[CH:14][CH:13]=1 |f:2.3.4,5.6.7.8.9|. Procedure details: This Example was carried out in the same manner as Example 1, except that 5.0 g (0.032 mol) of 2-chloro-phenyl boronic acid, 10.0 g (0.064 mol) of 4-bromopyridine, 150□ of tetrahydrofuran and 2M potassium carbonate solution (20□) were added and then 0.37 g (3 mol %) of palladium tetrakistriphenylphosphine [(pd(PPh3)4] was used as a catalyst. Finally, after the resulting solution was heated to reflux at 80° C. for 24 hours, the 4-(2-chloro-phenyl)pyridine was isolated. The yield was 50%. Reactants: [Br-], COCOc1ccccc1C(=O)c1ccccc1, O=C([O-])c1nccc(Cl)c1F, [Li+], [Na+], O=S(Cl)Cl. The product is COC(=O)c1nccc(Cl)c1F. As a reaction SMILES: [Br-:32].[CH3:1][O:2][CH2:3][O:4][c:5]1[cH:6][cH:7][cH:8][cH:9][c:10]1[C:11]([c:12]1[cH:13][cH:14][cH:15][cH:16][cH:17]1)=[O:18].[Cl:19][c:20]1[c:21]([F:29])[c:22]([C:26](=[O:27])[O-:28])[n:23][cH:24][cH:25]1.[Li+:30].[Na+:31].[S:33]([Cl:34])([Cl:35])=[O:36]>>[CH3:1][O:28][C:26]([c:22]1[c:21]([F:29])[c:20]([Cl:19])[cH:25][cH:24][n:23]1)=[O:27]. Product: O=C(O)c1cc2c(OCC3CCC3)cccc2[nH]1. RXN SMILES: [CH2:1]([CH3:2])[O:3][C:4](=[O:5])[c:6]1[nH:7][c:8]2[cH:9][cH:10][cH:11][c:12]([O:15][CH2:16][CH:17]3[CH2:18][CH2:19][CH2:20]3)[c:13]2[cH:14]1.[CH3:23][CH2:24][OH:25].[K+:22].[OH-:21]>>[O:3]=[C:4]([OH:5])[c:6]1[nH:7][c:8]2[cH:9][cH:10][cH:11][c:12]([O:15][CH2:16][CH:17]3[CH2:18][CH2:19][CH2:20]3)[c:13]2[cH:14]1. Reactants: CCOC(=O)c1cc2c(OCC3CCC3)cccc2[nH]1, CCO, [K+], [OH-]. The reactants are OC1=C2C(OCC2=C(C(=C1C/C=C(/CC(C(=O)OC)C)\C)OC)C)=O (methyl (E)-6-(1,3-dihydro-4-hydroxy-6-methoxy-7-methyl-3-oxoisobenzofuran-5-yl)-2,4-dimethyl-4-hexenoate), [OH-].[Li+] (lithium hydroxide), Cl (hydrochloric acid), ice water. Solvent: CO (methanol), O (water). Conditions: time 4 hour. Product: OC1=C2C(OCC2=C(C(=C1C/C=C(/CC(C(=O)O)C)\C)OC)C)=O ((E)-6-(1,3-dihydro-4-hydroxy-6-methoxy-7-methyl-3-oxoisobenzofuran-5-yl)-2,4-dimethyl -4-hexenoic acid). RXN SMILES: [OH:1][C:2]1[C:10]([CH2:11]/[CH:12]=[C:13](\[CH3:21])/[CH2:14][CH:15]([CH3:20])[C:16]([O:18]C)=[O:17])=[C:9]([O:22][CH3:23])[C:8]([CH3:24])=[C:7]2[C:3]=1[C:4](=[O:25])[O:5][CH2:6]2.[OH-].[Li+].Cl>CO.O>[OH:1][C:2]1[C:10]([CH2:11]/[CH:12]=[C:13](\[CH3:21])/[CH2:14][CH:15]([CH3:20])[C:16]([OH:18])=[O:17])=[C:9]([O:22][CH3:23])[C:8]([CH3:24])=[C:7]2[C:3]=1[C:4](=[O:25])[O:5][CH2:6]2 |f:1.2|. Procedure details: To methyl (E)-6-(1,3-dihydro-4-hydroxy-6-methoxy-7-methyl-3-oxoisobenzofuran-5-yl)-2,4-dimethyl-4-hexenoate (0.85 g) in methanol (10 ml) was added a solution of lithium hydroxide (0.4 g) in water (5 ml). After 4 hours at room temperature, the solution was poured into ice water, acidified with 10% aqueous hydrochloric acid, and extracted with ethyl acetate. The extract was dried and evaporated to give (E)-6-(1,3-dihydro-4-hydroxy-6-methoxy-7-methyl-3-oxoisobenzofuran-5-yl)-2,4-dimethyl -4-hexenoi... Reactants: CC(=O)Cl, CCOC(=O)CC(O)C(C)Oc1ccc(Oc2ccc(C(F)(F)F)cc2)cc1, c1ccncc1, c1ccccc1. Product: CCOC(=O)CC(OC(C)=O)C(C)Oc1ccc(Oc2ccc(C(F)(F)F)cc2)cc1. RXN SMILES: [CH3:29][C:30]([Cl:31])=[O:32].[F:1][C:2]([c:3]1[cH:4][cH:5][c:6]([O:7][c:8]2[cH:9][cH:10][c:11]([O:12][CH:13]([CH:14]([CH2:15][C:16](=[O:17])[O:18][CH2:19][CH3:20])[OH:21])[CH3:22])[cH:23][cH:24]2)[cH:25][cH:26]1)([F:27])[F:28].[cH:33]1[cH:34][cH:35][n:36][cH:37][cH:38]1.[cH:39]1[cH:40][cH:41][cH:42][cH:43][cH:44]1>>[F:1][C:2]([c:3]1[cH:4][cH:5][c:6]([O:7][c:8]2[cH:9][cH:10][c:11]([O:12][CH:13]([CH:14]([CH2:15][C:16](=[O:17])[O:18][CH2:19][CH3:20])[O:21][C:30]([CH3:29])=[O:32])[CH3:22])[cH:23][cH:24]2)[cH:25][cH:26]1)([F:27])[F:28]. The reactants are C(=O)=O (CO2), O=O (O2), C1(=CC=CC=C1)O (phenol), COC1=C(C=CC=C1)C(C)=O (2'-methoxyacetophenone). The reagents and catalysts are CCCC[N+](CCCC)(CCCC)CCCC.[Br-] (TBAB), C(C)(=O)[O-].C(C)(=O)[O-].[Co+2] (cobalt diacetate), CC(=O)[O-].CC(=O)[O-].[Pd+2] (Pd(OAc)2). Conditions: temperature 100 celsius. Product: C(OC1=CC=CC=C1)(OC1=CC=CC=C1)=O (diphenyl carbonate). As a reaction SMILES: [C:1](=[O:3])=[O:2].[C:4]1([OH:10])[CH:9]=[CH:8][CH:7]=[CH:6][CH:5]=1.CO[C:13]1[CH:18]=[CH:17][CH:16]=[CH:15][C:14]=1C(=O)C.O=O>CCCC[N+](CCCC)(CCCC)CCCC.[Br-].CC([O-])=O.CC([O-])=O.[Pd+2].C([O-])(=O)C.C([O-])(=O)C.[Co+2]>[C:1](=[O:3])([O:2][C:13]1[CH:18]=[CH:17][CH:16]=[CH:15][CH:14]=1)[O:10][C:4]1[CH:9]=[CH:8][CH:7]=[CH:6][CH:5]=1 |f:4.5,6.7.8,9.10.11|. Procedure: There is charged 900 psi of CO2 into a reactor which is leak checked and then exhausted to atmospheric pressure. The reactor contains a mixture consisting of 50.0 g (0.531 mol) of phenol, 1.50 g (4.65 mmol) of TBAB, 0.55 g (0.245 mmol) of Pd(OAc)2, 0.040 g (0.226 mmol) of Co(OAc)2 and 0.340 g (2.02 mmol) of 2'-methoxyacetophenone. The reactor is then flushed with 2×1500 psi CO followed by pressurization to 2100 psi with CO (high pressure leak test) before exhausting it back to atmospheric pressu... Reactants: [OH-].[Na+] (NaOH), iodoacetyl-deferoxamine, N[C@@H](CS)C(=O)N1[C@H]2CS[C@@H](CCCCC(O)=O)[C@H]2NC1=O (N-cysteinyl-biotin), C1CC(=O)N(C1=O)OC(=O)CI (iodoacetic acid N-hydroxysuccinimide ester), CC(=O)N(CCCCCNC(=O)CCC(=O)N(CCCCCNC(=O)CCC(=O)N(CCCCCN)O)O)O (deferoxamine), [OH-].[Na+] (NaOH), CC(=O)N(CCCCCNC(=O)CCC(=O)N(CCCCCNC(=O)CCC(=O)N(CCCCCN)O)O)O.CS(=O)(=O)O (deferoxamine mesylate). Run in CO (methanol). The product is CC(=O)OCC(C=C)OC(=O)C (DACB). As a reaction SMILES: N[C@H](C(N1C(=O)N[C@H]2[C@@H]1CS[C@H]2C[CH2:13][CH2:14][CH2:15][C:16](=[O:18])O)=O)CS.[CH3:23][C:24](N(O)CCCCCNC(CCC(N(O)CCCCCNC(CCC(N(O)CCCCCN)=O)=O)=O)=O)=[O:25].CS(O)(=O)=O.[OH-].[Na+].C1C(=O)N([O:76][C:77]([CH2:79]I)=[O:78])C(=O)C1.CC(N(O)CCCCCNC(CCC(N(O)CCCCCNC(CCC(N(O)CCCCCN)=O)=O)=O)=O)=O>CO>[CH3:23][C:24]([O:13][CH2:14][CH:15]([O:78][C:77]([CH3:79])=[O:76])[CH:16]=[CH2:18])=[O:25] |f:1.2,3.4|. Reported procedure: DACB was synthesized by covalently conjugating iodoacetyl-deferoxamine and N-cysteinyl-biotin by the following Scheme II. ##STR20## Solid deferoxamine mesylate was added to methanol for a concentration of 20 mM, followed by addition of NaOH to reach a final concentration of 20 mM NaOH. The solution was heated and maintained at 65°. Solid iodoacetic acid N-hydroxysuccinimide ester (NHS-IA) was added to the deferoxamine solution to a final molarity of 50mM NHS-IA and incubated for at least one hou...